The task is: describe an organic reaction: reactants, conditions, products, and yield. This data is from the Open Reaction Database (ORD), a public repository of structured organic reaction records. Reactants: FC1=CC=C(C=C1)C(CNC)O (1-(4-fluorophenyl)-2-methylamino ethanol), C(C)(C)(C)OC(O)=O (t-butylbicarbonate), O1CCCC1 (tetrahydrofuran), C([O-])(O)=O.[Na+] (sodium bicarbonate). Solvent: C(C)(=O)OCC (ethyl acetate). Product: C(C)(C)(C)OC(N(C)CC(O)C1=CC=C(C=C1)F)=O ([2-(4-Fluorophenyl)-2-hydroxyethyl]methylcarbamic acid t-butyl ester). As a reaction SMILES: [F:1][C:2]1[CH:7]=[CH:6][C:5]([CH:8]([OH:12])[CH2:9][NH:10][CH3:11])=[CH:4][CH:3]=1.[C:13]([O:17][C:18](=[O:20])O)([CH3:16])([CH3:15])[CH3:14].O1CCCC1.C(=O)(O)[O-].[Na+]>C(OCC)(=O)C>[C:13]([O:17][C:18](=[O:20])[N:10]([CH2:9][CH:8]([C:5]1[CH:4]=[CH:3][C:2]([F:1])=[CH:7][CH:6]=1)[OH:12])[CH3:11])([CH3:16])([CH3:15])[CH3:14] |f:3.4|. Procedure: A solution of 1-(4-fluorophenyl)-2-methylamino ethanol (the compound of Preparation Example 17) (9.7 g) and t-butylbicarbonate (10.0 g) in a mixed solvent of tetrahydrofuran solution (100 mL) and an aqueous solution of saturated sodium bicarbonate (50 mL) was stirred at room temperature for 1.5 hours. The solution was diluted with ethyl acetate, and washed with water and saturated sodium chloride water. After drying the organic layer with anhydrous sodium sulfate, the residue that was obtained b... Reaction SMILES: Br[C:2]1[CH:3]=[CH:4][CH:5]=[C:6]2[C:11]=1[CH2:10][CH:9]([N:12]([CH2:16][CH2:17][CH3:18])[CH2:13][CH2:14][CH3:15])[CH2:8][CH2:7]2.C([Li])CCC.CCCCCC.CN(C)[CH:32]=[O:33]>O1CCCC1.O>[CH2:13]([N:12]([CH2:16][CH2:17][CH3:18])[CH:9]1[CH2:8][CH2:7][C:6]2[C:11](=[C:2]([CH:32]=[O:33])[CH:3]=[CH:4][CH:5]=2)[CH2:10]1)[CH2:14][CH3:15]. Reported procedure: To a solution of 8-bromo-2-dipropylamino-1,2,3,4-tetrahydronaphthalene (1.68 gm, 5.4 mMol) in tetrahydrofuran (50 mL) at -78° C. was added a solution of n-butyl lithium in hexane (1.6 M, 5.4 mL, 8.6 mMol), and the solution was stirred for one hour at -78° C. To the solution was then added N,N-dimethylformamide (0.3 mL, 5.94 mMol), and the reaction mixture was allowed to warm gradually to room temperature. The reaction mixture was diluted with water (10 mL) and stirred vigorously for one-half hou... Yields the product C(CC)N(C1CC2=C(C=CC=C2CC1)C=O)CCC (2-Di-n-propylamino-8-formyl-1,2,3,4-tetrahydronaphthalene). Solvent: O1CCCC1 (tetrahydrofuran), O (water). The yield is 50.0%. Starting materials: BrC=1C=CC=C2CCC(CC12)N(CCC)CCC (8-bromo-2-dipropylamino-1,2,3,4-tetrahydronaphthalene), C(CCC)[Li] (n-butyl lithium), CCCCCC (hexane), CN(C=O)C (N,N-dimethylformamide). Reaction conditions: temperature -78 celsius, time 1 hour. Reactants: C1OC=2C=C(CCN)C=CC2O1 (3,4-methylenedioxyphenethylamine), COC(C1=CC=C(C=C1)C=1N=C(C2=C(N1)SC(=C2)CC)Cl)=O (4-(4-chloro-6-ethyl-thieno-[2,3-d]-pyrimidin-2-yl)-benzoic acid methylester). Yields the product COC(C1=CC=CC=C1)=O (benzoic acid methylester). As a reaction SMILES: C1OC2C=CC(CCN)=CC=2O1.[CH3:13][O:14][C:15](=[O:34])[C:16]1[CH:21]=[CH:20][C:19](C2N=C(Cl)C3C=C(CC)SC=3N=2)=[CH:18][CH:17]=1>>[CH3:13][O:14][C:15](=[O:34])[C:16]1[CH:21]=[CH:20][CH:19]=[CH:18][CH:17]=1. Procedure: The reaction procedure as above wherein 3,4-methylenedioxyphenethylamine is reacted with 4-(4-chloro-6-ethyl-thieno-[2,3-d]-pyrimidin-2-yl)-benzoic acid methylester yields 4-[4-3,4-methylenedioxyphenethylamino)-6-ethyl-thieno-[2,3-d]-pyrimidin-2-yl]-benzoic acid methylester.